This data is from the Open Reaction Database (ORD), a public repository of structured organic reaction records. The task is: describe an organic reaction: reactants, conditions, products, and yield The reactants are COC=1C=C(C=CC1)NC1=C(C=NC2=C(C=C(C=C12)S(=O)(=O)C1=CC(=CC=C1)C(NC1=CC=C(C=C1)C1=CC=C(C=C1)CCCC=O)=O)C)C(=O)N (4-((3-methoxyphenyl)amino)-8-methyl-6-((3-((4′-(4-oxobutyl)-(1,1-biphenyl]-4-yl)carbamoyl)phenyl)sulfonyl)quinoline-3-carboxamide), OCCCCCC1=CC=C(C=C1)C1=CC=C(C=C1)S(=O)(=O)C=1C=C2C(=C(C=NC2=C(C1)C)C(=O)N)NC1=CC(=CC=C1)OC (6-((4′-(5-hydroxypentyl)-(1,1′-biphenyl]-4-yl)sulfonyl)-4-((3-methoxyphenyl)amino)-8-methylquinoline-3-carboxamide), C35H34N3O5S. Yields the product COC=1C=C(C=CC1)NC1=C(C=NC2=C(C=C(C=C12)S(=O)(=O)C1=CC=C(C=C1)C1=CC=C(C=C1)CCCCC=O)C)C(=O)N (4-((3-methoxyphenyl)amino)-8-methyl-6-((4′-(5-oxopentyl)-[1,1′-biphenyl]-4-yl)sulfonyl)quinoline-3-carboxamide). As a reaction SMILES: COC1C=C(NC2C3C(=C(C)C=C(S(C4C=CC=C(C(=O)NC5C=CC(C6C=CC(CCCC=O)=CC=6)=CC=5)C=4)(=O)=O)C=3)N=CC=2C(N)=O)C=CC=1.[OH:53][CH2:54][CH2:55][CH2:56][CH2:57][CH2:58][C:59]1[CH:64]=[CH:63][C:62]([C:65]2[CH:70]=[CH:69][C:68]([S:71]([C:74]3[CH:75]=[C:76]4[C:81](=[C:82]([CH3:84])[CH:83]=3)[N:80]=[CH:79][C:78]([C:85]([NH2:87])=[O:86])=[C:77]4[NH:88][C:89]3[CH:94]=[CH:93][CH:92]=[C:91]([O:95][CH3:96])[CH:90]=3)(=[O:73])=[O:72])=[CH:67][CH:66]=2)=[CH:61][CH:60]=1>>[CH3:96][O:95][C:91]1[CH:90]=[C:89]([NH:88][C:77]2[C:76]3[C:81](=[C:82]([CH3:84])[CH:83]=[C:74]([S:71]([C:68]4[CH:67]=[CH:66][C:65]([C:62]5[CH:63]=[CH:64][C:59]([CH2:58][CH2:57][CH2:56][CH2:55][CH:54]=[O:53])=[CH:60][CH:61]=5)=[CH:70][CH:69]=4)(=[O:72])=[O:73])[CH:75]=3)[N:80]=[CH:79][C:78]=2[C:85]([NH2:87])=[O:86])[CH:94]=[CH:93][CH:92]=1. Procedure: The title compound was synthesized in a manner analogous to that described for Intermediate 124, using Intermediate 68 as substrate. ES/MS calcd. for C35H34N3O5S+ 608.2. Found m/z=608.3 (M+H)+. Reaction SMILES: [N+](=[C:3]([CH2:8][C:9]1[CH:14]=[CH:13][C:12]([OH:15])=[CH:11][CH:10]=1)[C:4]([O:6][CH3:7])=[O:5])=[N-].[CH3:16][OH:17]>CC(O)=O.CC(O)=O.CC(O)=O.CC(O)=O.[Rh].[Rh]>[OH:15][C:12]1[CH:13]=[CH:14][C:9]([CH2:8][CH:3]([O:17][CH3:16])[C:4]([O:6][CH3:7])=[O:5])=[CH:10][CH:11]=1 |f:2.3.4.5.6.7|. Run at time 15 hour. Reactants: [N+](=[N-])=C(C(=O)OC)CC1=CC=C(C=C1)O (methyl 2-diazo-3-(4-hydroxyphenyl)propanoate), CO (methanol), CO (methanol). The product is OC1=CC=C(C=C1)CC(C(=O)OC)OC (Methyl 3-(4hydroxyphenyl)-2-methoxypropanoate). Reagents/catalysts: CC(=O)O.CC(=O)O.CC(=O)O.CC(=O)O.[Rh].[Rh] (rhodium (II) acetate dimer). Procedure: A solution of methyl 2-diazo-3-(4-hydroxyphenyl)propanoate (cf Tetrahedron Lett., 1971, 4495) (8.58 g) in methanol (120 mL) was added over 10 minutes to a mixture of rhodium (II) acetate dimer (0.18 g) in methanol (50 mL) at room temperature under a nitrogen atmosphere. The resulting mixture was heated at reflux for 5 hrs, allowed to stand at room temperature for 15 hrs, then concentrated in vacuo. The residue was dissolved in ethyl acetate (500 mL), washed with water (3×300 mL) and brine (500 m... Starting materials: BrCC(=O)OCC (Ethyl bromoacetate), C([O-])([O-])=O.[K+].[K+] (potassium carbonate), OC=1C=C(C#N)C=CC1 (3-hydroxybenzonitrile). Solvent: C1CCOC1 (THF). Conditions: temperature 50 celsius, time 24 hour. Yields the product C(#N)C=1C=C(C=CC1)OCC(=O)OCC (ethyl [(3-cyanophenyl)oxy]acetate). The yield is 101.6%. Reaction SMILES: Br[CH2:2][C:3]([O:5][CH2:6][CH3:7])=[O:4].C(=O)([O-])[O-].[K+].[K+].[OH:14][C:15]1[CH:16]=[C:17]([CH:20]=[CH:21][CH:22]=1)[C:18]#[N:19]>C1COCC1>[C:18]([C:17]1[CH:16]=[C:15]([O:14][CH2:2][C:3]([O:5][CH2:6][CH3:7])=[O:4])[CH:22]=[CH:21][CH:20]=1)#[N:19] |f:1.2.3|. Procedure details: Ethyl bromoacetate (14.7 g, 88.1 mmol) was added dropwise to a suspension of potassium carbonate (12.8 g, 92.3 mmol) and 3-hydroxybenzonitrile (10.0 g, 83.9 mmol) in THF (50 mL) at room temperature, and the mixture was stirred at 50° C. for 24 hr. The mixture was extracted with ethyl acetate and saturated aqueous ammonium chloride solution, and the organic layer was washed with saturated brine, dried over sodium sulfate, and concentrated to give the title compound as a pale-yellow powder (17.5 g... Reactants: CCOCC (ether), NC1=NC=2C=CC=CC2C2=C1N=C(N2CCOCCNC(OC(C)(C)C)=O)COCC (Tert-butyl 2-{2-[4-amino-2-(ethoxymethyl)-1H-imidazo[4,5-c]quinolin-1-yl]ethoxy}ethylcarbamate), C (charcoal). Solvent: Cl (HCl), CCO (EtOH), CO (MeOH). Reaction conditions: time 3 hour. Product: NCCOCCN1C(=NC=2C(=NC=3C=CC=CC3C21)N)COCC (1-[2-(2-aminoethoxy)ethyl]-2-(ethoxymethyl)-1H-imidazo[4,5-c]quinolin-4-amine). Reaction SMILES: [NH2:1][C:2]1[C:11]2[N:12]=[C:13]([CH2:28][O:29][CH2:30][CH3:31])[N:14]([CH2:15][CH2:16][O:17][CH2:18][CH2:19][NH:20]C(=O)OC(C)(C)C)[C:10]=2[C:9]2[CH:8]=[CH:7][CH:6]=[CH:5][C:4]=2[N:3]=1.CCOCC.C>Cl.CCO.CO>[NH2:20][CH2:19][CH2:18][O:17][CH2:16][CH2:15][N:14]1[C:10]2[C:9]3[CH:8]=[CH:7][CH:6]=[CH:5][C:4]=3[N:3]=[C:2]([NH2:1])[C:11]=2[N:12]=[C:13]1[CH2:28][O:29][CH2:30][CH3:31]. Reported procedure: Tert-butyl 2-{2-[4-amino-2-(ethoxymethyl)-1H-imidazo[4,5-c]quinolin-1-yl]ethoxy}ethylcarbamate (14.45 g, 33.6 mmol) was dissolved in 50 mL of 2M HCl in EtOH and the mixture was heated to reflux with stirring. After 3 h, the reaction was cooled to room temperature and treated with ether (100 mL). The HCl salt of the product was collected by vacuum filtration The free base was made by dissolving the hydrochloride salt in 75 mL of water and treating with concentrated NH4OH until pH 12 was reached. ...